From a dataset of the Open Reaction Database (ORD), a public repository of structured organic reaction records. describe an organic reaction: reactants, conditions, products, and yield The reactants are FC1(CBr)COC1, O=C(c1c[nH]c2cc(Cl)ccc12)N1CCC2(CC1)OCc1ccccc12. Yields the product O=C(c1cn(CC2(F)COC2)c2cc(Cl)ccc12)N1CCC2(CC1)OCc1ccccc12. As a reaction SMILES: [Br:27][CH2:28][C:29]1([F:33])[CH2:30][O:31][CH2:32]1.[Cl:1][c:2]1[cH:3][cH:4][c:5]2[c:6]([C:11](=[O:12])[N:13]3[CH2:14][CH2:15][C:16]4([O:17][CH2:18][c:19]5[c:20]4[cH:21][cH:22][cH:23][cH:24]5)[CH2:25][CH2:26]3)[cH:7][nH:8][c:9]2[cH:10]1>>[Cl:1][c:2]1[cH:3][cH:4][c:5]2[c:6]([C:11](=[O:12])[N:13]3[CH2:14][CH2:15][C:16]4([O:17][CH2:18][c:19]5[c:20]4[cH:21][cH:22][cH:23][cH:24]5)[CH2:25][CH2:26]3)[cH:7][n:8]([CH2:28][C:29]3([F:33])[CH2:30][O:31][CH2:32]3)[c:9]2[cH:10]1. Starting materials: Cl (hydrochloric acid), C(C)(=O)S[C@H]1C[C@H](N(C1)C(=O)OCC=C)CN(C(=O)OCC=C)S(N)(=O)=O ((2S,4S)-4-acetylthio-1-allyloxycarbonyl-2-(N-sulfamoyl-N-allyloxycarbonylamino)methylpyrrolidine), solution, C[O-].[Na+] (sodium methoxide), CO (methanol). The solvent is C1(=CC=CC=C1)C (toluene), C1(=CC=CC=C1)C (toluene), O (water). Conditions: time 30 minute. The product is C(C=C)OC(=O)N1[C@@H](C[C@@H](C1)S)CN(C(=O)OCC=C)S(N)(=O)=O ((2S,4S)-1-allyloxycarbonyl-2-(N-sulfamoyl-N-allyloxycarbonylamino)methyl-4-mercaptopyrrolidine). The yield is 78.6%. As a reaction SMILES: C([S:4][C@@H:5]1[CH2:9][N:8]([C:10]([O:12][CH2:13][CH:14]=[CH2:15])=[O:11])[C@H:7]([CH2:16][N:17]([S:24](=[O:27])(=[O:26])[NH2:25])[C:18]([O:20][CH2:21][CH:22]=[CH2:23])=[O:19])[CH2:6]1)(=O)C.C[O-].[Na+].CO.Cl>C1(C)C=CC=CC=1.O>[CH2:13]([O:12][C:10]([N:8]1[CH2:9][C@@H:5]([SH:4])[CH2:6][C@H:7]1[CH2:16][N:17]([S:24](=[O:26])(=[O:27])[NH2:25])[C:18]([O:20][CH2:21][CH:22]=[CH2:23])=[O:19])=[O:11])[CH:14]=[CH2:15] |f:1.2|. Procedure: To a solution of (2S,4S)-4-acetylthio-1-allyloxycarbonyl-2-(N-sulfamoyl-N-allyloxycarbonylamino)methylpyrrolidine (6.70 g: 16.4 mmole) in toluene (50 ml), 4.92M solution of sodium methoxide in methanol (5.0 ml: 24.7 mmole) is added at -30° C. The mixture is stirred for 30 minutes, and diluted with water (55 ml). The aqueous layer is taken, diluted with toluene (50 ml), acidified with concentrated hydrochloric acid (2.3 ml) under ice cooling, and stirred. The organic layer is taken, successively ...